From a dataset of the Open Reaction Database (ORD), a public repository of structured organic reaction records. describe an organic reaction: reactants, conditions, products, and yield Reactants: NC1=CC=C(C=C1)NC1=NNC(=C1C(=O)N)NCC1=CC=C(C=C1)O (3-((4-aminophenyl)amino)-5-((4-hydroxybenzyl)amino)-1H-pyrazole-4-carboxamide), TEA, C1(=CC=C(C=C1)S(=O)(=O)Cl)C (p-Toluenesulfonyl chloride), O (water). Run in CN(C)C=O (DMF), CN(C)C=O (DMF). Conditions: time 15 minute. Product: OC1=CC=C(CNC2=C(C(=NN2)NC2=CC=C(C=C2)NS(=O)(=O)C2=CC=C(C=C2)C)C(=O)N)C=C1 (5-((4-hydroxybenzyl)amino)-3-((4-(4-methylphenylsulfonamido)phenyl)amino)-1H-pyrazole-4-carboxamide). The yield is 12.0%. Reaction SMILES: [NH2:1][C:2]1[CH:7]=[CH:6][C:5]([NH:8][C:9]2[C:13]([C:14]([NH2:16])=[O:15])=[C:12]([NH:17][CH2:18][C:19]3[CH:24]=[CH:23][C:22]([OH:25])=[CH:21][CH:20]=3)[NH:11][N:10]=2)=[CH:4][CH:3]=1.[C:26]1([CH3:36])[CH:31]=[CH:30][C:29]([S:32](Cl)(=[O:34])=[O:33])=[CH:28][CH:27]=1.O>CN(C=O)C>[OH:25][C:22]1[CH:23]=[CH:24][C:19]([CH2:18][NH:17][C:12]2[NH:11][N:10]=[C:9]([NH:8][C:5]3[CH:4]=[CH:3][C:2]([NH:1][S:32]([C:29]4[CH:30]=[CH:31][C:26]([CH3:36])=[CH:27][CH:28]=4)(=[O:34])=[O:33])=[CH:7][CH:6]=3)[C:13]=2[C:14]([NH2:16])=[O:15])=[CH:20][CH:21]=1. Reported procedure: 3-((4-aminophenyl)amino)-5-((4-hydroxybenzyl)amino)-1H-pyrazole-4-carboxamide (150 mg) was dissolved in 25.00 mL of DMF along with TEA (211 μL, 2.50 eq.) and stirred on ice for 15 minutes. p-Toluenesulfonyl chloride (145 mg, 1.25 eq.) dissolved in 1 mL of DMF was slowly dripped into to the reaction vessel and continued to stir for 18 hrs allowing the reaction to reach room temperature. Once the reaction was complete, traces of starting material is no longer present and confirmed by HPLC, water w... Starting materials: C(C)(C)(C)OC(=O)N1C(OC(C1CC1=CC=CC=C1)CC1CC=CCC1C(=O)O)(C)C (4-benzyl-5-(6-carboxy-cyclohex-3-enylmethyl)-2,2-dimethyl-oxazolidine-3-carboxylic acid tert-butyl ester), ice, CN(CCCN=C=NCC)C (1-(3-dimethylaminopropyl)-3-ethylcarbodiimide), ON1N=NC2=C1C=CC=C2 (1-hydroxybenzotriazole), C(C)(C)(C)N (tert-butylamine). The solvent is ClCCl (dichloromethane). Yields the product C(C)(C)(C)OC(=O)N1C(OC(C1CC1=CC=CC=C1)CC1CC=CCC1C(NC(C)(C)C)=O)(C)C (4-benzyl-5-(6-tert-butylcarbamoyl-cyclohex-3-enylmethyl)-2,2-dimethyl-oxazolidine-3-carboxylic acid tert-butyl ester). Isolated yield 9512.6%. RXN SMILES: [C:1]([O:5][C:6]([N:8]1[CH:12]([CH2:13][C:14]2[CH:19]=[CH:18][CH:17]=[CH:16][CH:15]=2)[CH:11]([CH2:20][CH:21]2[CH:26]([C:27](O)=[O:28])[CH2:25][CH:24]=[CH:23][CH2:22]2)[O:10][C:9]1([CH3:31])[CH3:30])=[O:7])([CH3:4])([CH3:3])[CH3:2].CN(C)CCCN=C=NCC.ON1C2C=CC=CC=2N=N1.[C:53]([NH2:57])([CH3:56])([CH3:55])[CH3:54]>ClCCl>[C:1]([O:5][C:6]([N:8]1[CH:12]([CH2:13][C:14]2[CH:15]=[CH:16][CH:17]=[CH:18][CH:19]=2)[CH:11]([CH2:20][CH:21]2[CH:26]([C:27](=[O:28])[NH:57][C:53]([CH3:56])([CH3:55])[CH3:54])[CH2:25][CH:24]=[CH:23][CH2:22]2)[O:10][C:9]1([CH3:31])[CH3:30])=[O:7])([CH3:2])([CH3:3])[CH3:4]. Procedure details: An ice-cooled, stirred solution of 4-benzyl-5-(6-carboxy-cyclohex-3-enylmethyl)-2,2-dimethyl-oxazolidine-3-carboxylic acid tert-butyl ester (3.0 g) in dichloromethane (70 ml) was treated with 1-(3-dimethylaminopropyl)-3-ethylcarbodiimide hydrochloide (1.61 g), 1-hydroxybenzotriazole and tert-butylamine (1.12 g). The reaction mixture was allowed to stir and warm to ambient temperature during 16 hours. The reaction mixture was then washed sequentially with 2M aqueous hydrochloric acid, 10% aqueous... Starting materials: ClC1=NC=2N3C(CN(C2C=N1)CC1=NC(=CC=C1)C)COCC3 (2-chloro-5-((6-methylpyridin-2-yl)methyl)-5,6,6a,7,9,10-hexahydro-[1,4]oxazino[3,4-h]pteridine), N1C=CC2=C(C=CC=C12)B(O)O (1H-indol-4-ylboronic acid). The reagents and catalysts are C1=CC=C(C=C1)P([C-]2C=CC=C2)C3=CC=CC=C3.C1=CC=C(C=C1)P([C-]2C=CC=C2)C3=CC=CC=C3.Cl[Pd]Cl.[Fe+2] (PdCl2(dppf)). Solvent: O1CCOCC1 (dioxane), C(=O)(O)[O-].[Na+] (NaHCO3). Product: N1C=CC2=C(C=CC=C12)C1=NC=2N3C(CN(C2C=N1)CC1=NC(=CC=C1)C)COCC3 (2-(1H-indol-4-yl)-5-((6-methylpyridin-2-yl)methyl)-5,6,6a,7,9,10-hexahydro-[1,4]oxazino[3,4-h]pteridine). As a reaction SMILES: Cl[C:2]1[N:11]=[CH:10][C:9]2[N:8]([CH2:12][C:13]3[CH:18]=[CH:17][CH:16]=[C:15]([CH3:19])[N:14]=3)[CH2:7][CH:6]3[CH2:20][O:21][CH2:22][CH2:23][N:5]3[C:4]=2[N:3]=1.[NH:24]1[C:32]2[C:27](=[C:28](B(O)O)[CH:29]=[CH:30][CH:31]=2)[CH:26]=[CH:25]1>O1CCOCC1.C([O-])(O)=O.[Na+].C1C=CC(P(C2C=CC=CC=2)[C-]2C=CC=C2)=CC=1.C1C=CC(P(C2C=CC=CC=2)[C-]2C=CC=C2)=CC=1.Cl[Pd]Cl.[Fe+2]>[NH:24]1[C:32]2[C:27](=[C:28]([C:2]3[N:11]=[CH:10][C:9]4[N:8]([CH2:12][C:13]5[CH:18]=[CH:17][CH:16]=[C:15]([CH3:19])[N:14]=5)[CH2:7][CH:6]5[CH2:20][O:21][CH2:22][CH2:23][N:5]5[C:4]=4[N:3]=3)[CH:29]=[CH:30][CH:31]=2)[CH:26]=[CH:25]1 |f:3.4,5.6.7.8|. Procedure: The title compound was prepared in a manner similar to EXAMPLE 3 using 2-chloro-5-((6-methylpyridin-2-yl)methyl)-5,6,6a,7,9,10-hexahydro-[1,4]oxazino[3,4-h]pteridine (PREPARATION x28, 36 mg, 0.108 mmol), 1H-indol-4-ylboronic acid (34.9 mg, 0.217 mmol) and PdCl2(dppf) (7.94 mg, 10.85 μmol) in dioxane (2 mL) and aqueous saturated NaHCO3 (0.4 mL). 1H NMR (400 MHz, DMSO-d6) δ 2.50 (s, 3 H), 3.26-3.44 (m, 3 H), 3.54-3.68 (m, 2 H), 3.95-4.06 (m, 1 H), 4.06-4.17 (m, 1 H), 4.55-4.81 (m, 4 H), 6.93-7.05 ... The reactants are I.S1C(=CC=C1)C(=N)SC (Methyl thiophene-2-carbimidothioate hydroiodide), C(C)N(CCN1C2=C(SCC1)C=C(C=C2)N)CC (4-(2-(diethylamino)ethyl)-3,4-dihydro-2H-benzo[b][1,4]thiazin-7-amine). The solvent is CCO (EtOH). Reaction conditions: time 2 day. Product: C(C)N(CCN1C2=C(SCC1)C=C(C=C2)NC(=N)C=2SC=CC2)CC (N-(4-(2-(Diethylamino)ethyl)-3,4-dihydro-2H-benzo[b][1,4]thiazin-7-yl)thiophene-2-carboximidamide). As a reaction SMILES: I.[S:2]1[CH:6]=[CH:5][CH:4]=[C:3]1[C:7](SC)=[NH:8].[CH2:11]([N:13]([CH2:27][CH3:28])[CH2:14][CH2:15][N:16]1[CH2:21][CH2:20][S:19][C:18]2[CH:22]=[C:23]([NH2:26])[CH:24]=[CH:25][C:17]1=2)[CH3:12]>CCO>[CH2:27]([N:13]([CH2:11][CH3:12])[CH2:14][CH2:15][N:16]1[CH2:21][CH2:20][S:19][C:18]2[CH:22]=[C:23]([NH:26][C:7]([C:3]3[S:2][CH:6]=[CH:5][CH:4]=3)=[NH:8])[CH:24]=[CH:25][C:17]1=2)[CH3:28] |f:0.1|. Procedure details: Methyl thiophene-2-carbimidothioate hydroiodide (2.266 g, 7.94 mmol) was added to a mixture of 4-(2-(diethylamino)ethyl)-3,4-dihydro-2H-benzo[b][1,4]thiazin-7-amine (1.054 g, 3.97 mmol) in EtOH (20 mL). The mixture was stirred for 2 days at room temperature. The reaction was quenched with saturated sodium bicarbonate solution (30 mL) and extracted with CH2Cl2 (50 mL). The aqueous phase was washed with CH2Cl2 (50 mL). The combined organic fractions were washed with brine (50 mL) and dried (Na2SO4... The reactants are Cl (hydrochloric acid), O (water), [OH-].[Na+] (NaOH), C(C)OC(=O)C1=CC2=C(OCO2)C(=C1)OCCC1=C(C=C(C=C1)Cl)Cl (7-[2-(2,4-Dichloro-phenyl)-ethoxy]-benzo[1,3]dioxole-5-carboxylic acid ethyl ester). Solvent: O1CCOCC1 (dioxan). Run at temperature 60 celsius, time 16 hour. Yields the product ClC1=C(C=CC(=C1)Cl)CCOC1=CC(=CC2=C1OCO2)C(=O)O (7-[2-(2,4-dichloro-phenyl)-ethoxy]-benzo[1,3]Dioxole-5-carboxylic acid). RXN SMILES: C([O:3][C:4]([C:6]1[CH:14]=[C:13]([O:15][CH2:16][CH2:17][C:18]2[CH:23]=[CH:22][C:21]([Cl:24])=[CH:20][C:19]=2[Cl:25])[C:9]2[O:10][CH2:11][O:12][C:8]=2[CH:7]=1)=[O:5])C.O.[OH-].[Na+].Cl>O1CCOCC1>[Cl:25][C:19]1[CH:20]=[C:21]([Cl:24])[CH:22]=[CH:23][C:18]=1[CH2:17][CH2:16][O:15][C:13]1[C:9]2[O:10][CH2:11][O:12][C:8]=2[CH:7]=[C:6]([C:4]([OH:5])=[O:3])[CH:14]=1 |f:2.3|. Reported procedure: 0.41 g (1.07 mmol) of 7-[2-(2,4-Dichloro-phenyl)-ethoxy]-benzo[1,3]dioxole-5-carboxylic acid ethyl ester was dissolved in 15 ml of dioxan. 5 ml of water and 2N aqueous NaOH was added to the solution to give a pH of 13. The reaction solution was heated at 60° C. for 4 h and stirred at room temperature for 16 h. The reaction solution was cooled to 0° C. and concentrated hydrochloric acid was added to give a pH of 1-2, whereupon the product precipitated from solution. The suspension was stirred for... Reactants: [Al+3], CCc1ccccc1CC, COc1ccc(C(=O)Cl)cc1OC, COc1ccc(C(=CC#N)c2ccc(OC)c(OC)c2)cc1, [Cl-], [Cl-], [Cl-]. Yields the product CCc1ccc(C(=O)c2ccc(OC)c(OC)c2)cc1CC. RXN SMILES: [Al+3:25].[CH2:14]([CH3:15])[c:16]1[c:17]([CH2:22][CH3:23])[cH:18][cH:19][cH:20][cH:21]1.[CH3:1][O:2][c:3]1[cH:4][c:5]([C:6](=[O:7])[Cl:8])[cH:9][cH:10][c:11]1[O:12][CH3:13].[CH3:28][O:29][c:30]1[cH:31][c:32]([C:33]([c:34]2[cH:35][cH:36][c:37]([O:38][CH3:39])[cH:40][cH:41]2)=[CH:42][C:43]#[N:44])[cH:45][cH:46][c:47]1[O:48][CH3:49].[Cl-:24].[Cl-:26].[Cl-:27]>>[CH3:1][O:2][c:3]1[cH:4][c:5]([C:6](=[O:7])[c:20]2[cH:19][cH:18][c:17]([CH2:22][CH3:23])[c:16]([CH2:14][CH3:15])[cH:21]2)[cH:9][cH:10][c:11]1[O:12][CH3:13]. The reactants are C#C (acetylene), CC(=O)C(C)(C)CC (tert-amyl methyl ketone), Cl (hydrochloric acid). Run in O1CCCC1 (tetrahydrofuran), O1CCCC1 (tetrahydrofuran). Reaction conditions: time 30 minute. Yields the product CC(C#C)(C(CC)(C)C)O (3,4,4-trimethylhex-1-yn-3-ol). The yield is 85.0%. RXN SMILES: [CH3:1][C:2]([C:4]([CH2:7][CH3:8])([CH3:6])[CH3:5])=[O:3].[CH:9]#[CH:10].Cl>O1CCCC1>[CH3:1][C:2]([OH:3])([C:4]([CH3:6])([CH3:5])[CH2:7][CH3:8])[C:9]#[CH:10]. Procedure details: 50 g of tert-amyl methyl ketone were dissolved in 50 ml of tetrahydrofuran and the solution was added dropwise at 0° C. to 330 ml of a 1.5 molar acetylene Grignard solution in tetrahydrofuran. After 30 min, the mixture was hydrolyzed with 2N hydrochloric acid, the organic phase was separated, the solvent was removed and the residue was then fractionally distilled. 52 g (85%) of 3,4,4-trimethylhex-1-yn-3-ol were obtained (b.p.: 110° C./175 mbar).